From a dataset of the Open Reaction Database (ORD), a public repository of structured organic reaction records. describe an organic reaction: reactants, conditions, products, and yield Reactants: Cl.COC=1C=CC=2CC(C3=CC=CC=C3C2C1OC)NC (3,4-dimethoxy-9-methylamino-9,10-dihydrophenanthrene hydrochloride). Run in Br (hydrobromic acid). The product is OC=1C=CC=2CC(C3=CC=CC=C3C2C1O)NC (3,4-dihydroxy-9-methylamino-9,10-dihydrophenanthrene). As a reaction SMILES: Cl.C[O:3][C:4]1[CH:5]=[CH:6][C:7]2[CH2:8][CH:9]([NH:20][CH3:21])[C:10]3[C:15]([C:16]=2[C:17]=1[O:18]C)=[CH:14][CH:13]=[CH:12][CH:11]=3>Br>[OH:3][C:4]1[CH:5]=[CH:6][C:7]2[CH2:8][CH:9]([NH:20][CH3:21])[C:10]3[C:15]([C:16]=2[C:17]=1[OH:18])=[CH:14][CH:13]=[CH:12][CH:11]=3 |f:0.1|. Procedure: 3.4 g of 3,4-dimethoxy-9-methylamino-9,10-dihydrophenanthrene hydrochloride obtained in Example 2 in 25 cm3 of 66% hydrobromic acid is heated under reflux for one hour under nitrogen. The reactants are O=C(OO)c1cccc(Cl)c1, ClCCl, CC(C)(Oc1ccc(C#N)cc1)C(O)Cc1ccncn1. Yields the product CC(C)(Oc1ccc(C#N)cc1)C(O)Cc1ccnc[n+]1[O-]. RXN SMILES: [Cl:1][c:2]1[cH:3][cH:4][cH:5][c:6]([C:7]([O:8][OH:10])=[O:9])[cH:11]1.[Cl:33][CH2:34][Cl:35].[OH:12][CH:13]([C:14]([O:15][c:16]1[cH:17][cH:18][c:19]([C:20]#[N:21])[cH:22][cH:23]1)([CH3:24])[CH3:25])[CH2:26][c:27]1[n:28][cH:29][n:30][cH:31][cH:32]1>>[O-:9][n+:28]1[c:27]([CH2:26][CH:13]([OH:12])[C:14]([O:15][c:16]2[cH:17][cH:18][c:19]([C:20]#[N:21])[cH:22][cH:23]2)([CH3:24])[CH3:25])[cH:32][cH:31][n:30][cH:29]1. Reactants: OCC=1C=C(C=CC1)OCC(=O)OCC (3-hydroxymethyl-1-ethoxycarbonylmethoxybenzene), B(Br)(Br)Br (BBr3). The solvent is ClCCl (dichloromethane). Run at time 1 hour. The product is BrCC=1C=C(C=CC1)OCC(=O)OCC (3-bromomethyl-1-ethoxycarbonylmethoxybenzene). Reaction SMILES: O[CH2:2][C:3]1[CH:4]=[C:5]([O:9][CH2:10][C:11]([O:13][CH2:14][CH3:15])=[O:12])[CH:6]=[CH:7][CH:8]=1.B(Br)(Br)[Br:17]>ClCCl>[Br:17][CH2:2][C:3]1[CH:4]=[C:5]([O:9][CH2:10][C:11]([O:13][CH2:14][CH3:15])=[O:12])[CH:6]=[CH:7][CH:8]=1. Reported procedure: To a solution of 3-hydroxymethyl-1-ethoxycarbonylmethoxybenzene (1 g) in dichloromethane (10 ml) was added BBr3 (0.45 ml). After 1 hour, the solvent was evaporated in vacuo and the residue was dissolved in ethyl acetate. The organic layer was washed with NaHCO3 and brine. The dried solvent was evaporated in vacuo to give 3-bromomethyl-1-ethoxycarbonylmethoxybenzene (0.76 g). Starting materials: C(C)(C)OC1=C(C=C(C(=O)O)C=C1)C(=O)N1CCN(CC1)C1=CC=C(C=C1)C(F)(F)F (4-isopropoxy-3-[4-(4-trifluoromethyl-phenyl)-piperazine-1-carbonyl]-benzoic acid), C1=CN(C=N1)C(=O)N2C=CN=C2 (CDI), CN (methylamine). The solvent is CN(C)C=O (DMF). Run at temperature 50 celsius, time 16 hour. Yields the product C(C)(C)OC1=C(C=C(C(=O)NC)C=C1)C(=O)N1CCN(CC1)C1=CC=C(C=C1)C(F)(F)F (4-isopropoxy-N-methyl-3-[4-(4-trifluoromethyl-phenyl)-piperazine-1-carbonyl]-benzamide). Reaction SMILES: [CH:1]([O:4][C:5]1[CH:13]=[CH:12][C:8]([C:9](O)=[O:10])=[CH:7][C:6]=1[C:14]([N:16]1[CH2:21][CH2:20][N:19]([C:22]2[CH:27]=[CH:26][C:25]([C:28]([F:31])([F:30])[F:29])=[CH:24][CH:23]=2)[CH2:18][CH2:17]1)=[O:15])([CH3:3])[CH3:2].C1N=C[N:34](C(N2C=NC=C2)=O)[CH:33]=1.CN>CN(C=O)C>[CH:1]([O:4][C:5]1[CH:13]=[CH:12][C:8]([C:9]([NH:34][CH3:33])=[O:10])=[CH:7][C:6]=1[C:14]([N:16]1[CH2:17][CH2:18][N:19]([C:22]2[CH:23]=[CH:24][C:25]([C:28]([F:29])([F:30])[F:31])=[CH:26][CH:27]=2)[CH2:20][CH2:21]1)=[O:15])([CH3:2])[CH3:3]. Procedure details: To 0.3 mmol 4-isopropoxy-3-[4-(4-trifluoromethyl-phenyl)-piperazine-1-carbonyl]-benzoic acid in 2 ml DMF was added 0.4 mmol CDI, and the mixture heated at 50° C. for 30 min. 5.2 mmol methylamine (41% aq solution) was then added, and the mixture was stirred at RT for 16 h. The mixture was then cooled to room temperature, concentrated in vacuo, and the residue chromatographed on silica gel (eluant: ethyl acetate) to afford the title compound. MS (m/e): 450.1 (M+H+, 100%) Product: CC(C)NC(O)=O.CC(C)NC(O)=O.OCC1=C(N(C(=C1CO)C1=CC=CC=C1)C)C1=CC=NC=C1 (3,4-bis(hydroxymethyl)-1-methyl-5-phenyl-2(4-pyridinyl)pyrrole Bis[N-(2-propyl)carbamate]). The solvent is ClCCl (dichloromethane). Procedure details: In a similar manner a mixture of the 3,4-Bis(Hydroxymethyl)-1-methyl-5-phenyl-2-(4-pyridinyl)pyrrole, as prepared in Example VIII, 2-propylisocyanate and dibutyltin diacetate (2 drops) in anhydrous dichloromethane are stirred at room temperature under an argon atmosphere for 15 hours. The mixture is concentrated in vacuo and the residue is subjected to flash chromatography to give the 3,4-bis(hydroxymethyl)-1-methyl-5-phenyl-2(4-pyridinyl)pyrrole Bis[N-(2-propyl)carbamate]. Reacting the carbamat... Reaction conditions: time 15 hour. The reagents and catalysts are C(C)(=O)[O-].C(C)(=O)[O-].C(CCC)[Sn+2]CCCC (dibutyltin diacetate). RXN SMILES: [OH:1][CH2:2][C:3]1[C:7]([CH2:8][OH:9])=[C:6]([C:10]2[CH:15]=[CH:14][CH:13]=[CH:12][CH:11]=2)[N:5]([CH3:16])[C:4]=1[C:17]1[CH:22]=[CH:21][N:20]=[CH:19][CH:18]=1.[CH3:23][CH:24]([N:26]=[C:27]=[O:28])[CH3:25]>C([O-])(=O)C.C([O-])(=O)C.C([Sn+2]CCCC)CCC.ClCCl>[CH3:23][CH:24]([NH:26][C:27](=[O:1])[OH:28])[CH3:25].[CH3:23][CH:24]([NH:26][C:27](=[O:1])[OH:28])[CH3:25].[OH:1][CH2:2][C:3]1[C:7]([CH2:8][OH:9])=[C:6]([C:10]2[CH:15]=[CH:14][CH:13]=[CH:12][CH:11]=2)[N:5]([CH3:16])[C:4]=1[C:17]1[CH:18]=[CH:19][N:20]=[CH:21][CH:22]=1 |f:2.3.4,6.7.8|. Reactants: CC(C)N=C=O (2-propylisocyanate), OCC1=C(N(C(=C1CO)C1=CC=CC=C1)C)C1=CC=NC=C1 (3,4-Bis(Hydroxymethyl)-1-methyl-5-phenyl-2-(4-pyridinyl)pyrrole). The reactants are NC=1N=C(C2=C(N1)C[C@@H](NC2=S)C2=C(C=C(C=C2)F)Br)C ((R)-2-Amino-7-(2-bromo-4-fluoro-phenyl)-4-methyl-7,8-dihydro-6H-pyrido[4,3-d]pyrimidine-5-thione), CC1(OC[C@@H](O1)CON)C ((R)—O-((2,2-dimethyl-1,3-dioxolan-4-yl)methyl)hydroxylamine). The solvent is O1CCOCC1 (dioxane). Run at temperature 100 celsius. Yields the product CC1(OC[C@@H](O1)CO\N=C\1/N[C@H](CC=2N=C(N=C(C21)C)N)C2=C(C=C(C=C2)F)Br)C ((R,Z)-2-amino-7-(2-bromo-4-fluorophenyl)-4-methyl-7,8-dihydropyrido[4,3-d]pyrimidin-5(6H)-one O—((R)-2,2-dimethyl-1,3-dioxolan-4-yl)methyl oxime). The yield is 30.0%. RXN SMILES: [NH2:1][C:2]1[N:3]=[C:4]([CH3:21])[C:5]2[C:11](=S)[NH:10][C@@H:9]([C:13]3[CH:18]=[CH:17][C:16]([F:19])=[CH:15][C:14]=3[Br:20])[CH2:8][C:6]=2[N:7]=1.[CH3:22][C:23]1([CH3:31])[O:27][C@@H:26]([CH2:28][O:29][NH2:30])[CH2:25][O:24]1>O1CCOCC1>[CH3:22][C:23]1([CH3:31])[O:27][C@@H:26]([CH2:28][O:29]/[N:30]=[C:11]2\[NH:10][C@@H:9]([C:13]3[CH:18]=[CH:17][C:16]([F:19])=[CH:15][C:14]=3[Br:20])[CH2:8][C:6]3[N:7]=[C:2]([NH2:1])[N:3]=[C:4]([CH3:21])[C:5]\2=3)[CH2:25][O:24]1. Procedure: A 4 mL vial charged with (R)-2-amino-7-(2-bromo-4-fluoro-phenyl)-4-methyl-7,8-dihydro-6H-pyrido[4,3-d]pyrimidine-5-thione (31I (Example 31), 107 mg, 0.28 mmol), (R)—O-((2,2-dimethyl-1,3-dioxolan-4-yl)methyl)hydroxylamine (247 mg, 1.68 mmol), and dioxane (2 mL) was heated to 100° C. for 12 h. The crude mixture was purified by preparative reverse phase HPLC (10-70% H2O—AcCN, 0.035% TFA) to afford the product (R,Z)-2-amino-7-(2-bromo-4-fluorophenyl)-4-methyl-7,8-dihydropyrido[4,3-d]pyrimidin-5(6H)-... The reactants are NCCN1CCN(CC1)C(C=CC1=CC(=C(C(=C1)OC)OC)OC)=O (4-(2-aminoethyl)-1-(3,4,5-trimethoxycinnamoyl)piperazine), FC=1C=C2C(=CC1)O[C@@H](C[C@]21NC(NC1=O)=O)C(=O)Cl ((2S,4S)-6-fluoro-2',5'-dioxospiro[chroman-4,4'-imidazolidine]-2-carbonyl chloride). Yields the product COC=1C=C(C=CC(=O)N2CCN(CC2)CCNC(=O)[C@H]2OC3=CC=C(C=C3[C@@]3(NC(NC3=O)=O)C2)F)C=C(C1OC)OC ((2S,4S)-N-{2-[4-(3,4,5-Trimethoxycinnamoyl)piperazin-1-yl]ethyl}-6-fluoro-2',5'-dioxospiro[chroman-4,4'-imidazolidine]-2-carboxamide). Yield: 72.0%. As a reaction SMILES: [NH2:1][CH2:2][CH2:3][N:4]1[CH2:9][CH2:8][N:7]([C:10](=[O:25])[CH:11]=[CH:12][C:13]2[CH:18]=[C:17]([O:19][CH3:20])[C:16]([O:21][CH3:22])=[C:15]([O:23][CH3:24])[CH:14]=2)[CH2:6][CH2:5]1.[F:26][C:27]1[CH:28]=[C:29]2[C@:36]3([C:40](=[O:41])[NH:39][C:38](=[O:42])[NH:37]3)[CH2:35][C@@H:34]([C:43](Cl)=[O:44])[O:33][C:30]2=[CH:31][CH:32]=1>>[CH3:24][O:23][C:15]1[CH:14]=[C:13]([CH:18]=[C:17]([O:19][CH3:20])[C:16]=1[O:21][CH3:22])[CH:12]=[CH:11][C:10]([N:7]1[CH2:8][CH2:9][N:4]([CH2:3][CH2:2][NH:1][C:43]([C@@H:34]2[CH2:35][C@@:36]3([C:40](=[O:41])[NH:39][C:38](=[O:42])[NH:37]3)[C:29]3[C:30](=[CH:31][CH:32]=[C:27]([F:26])[CH:28]=3)[O:33]2)=[O:44])[CH2:5][CH2:6]1)=[O:25]. Reported procedure: The procedure similar to that described in Example 8 was carried out with the use of the compound of 4-(2-aminoethyl)-1-(3,4,5-trimethoxycinnamoyl)piperazine and (2S,4S)-6-fluoro-2',5'-dioxospiro[chroman-4,4'-imidazolidine]-2-carbonyl chloride (Reference Example 1) to give the desired compound with yield of 72.0%. The reactants are N1C=CC2=CC=C(C=C12)C(=O)O (1H-indole-6-carboxylic acid), N1(CCNCC1)C(=O)OC(C)(C)C (tert-butyl piperazine-1-carboxylate). Product: N1C=CC2=CC=C(C=C12)C(=O)N1CCN(CC1)C(=O)OC(C)(C)C (tert-Butyl 4-(1H-indole-6-carbonyl)piperazine-1-carboxylate). RXN SMILES: [NH:1]1[C:9]2[C:4](=[CH:5][CH:6]=[C:7]([C:10]([OH:12])=O)[CH:8]=2)[CH:3]=[CH:2]1.[N:13]1([C:19]([O:21][C:22]([CH3:25])([CH3:24])[CH3:23])=[O:20])[CH2:18][CH2:17][NH:16][CH2:15][CH2:14]1>>[NH:1]1[C:9]2[C:4](=[CH:5][CH:6]=[C:7]([C:10]([N:16]3[CH2:15][CH2:14][N:13]([C:19]([O:21][C:22]([CH3:25])([CH3:24])[CH3:23])=[O:20])[CH2:18][CH2:17]3)=[O:12])[CH:8]=2)[CH:3]=[CH:2]1. Procedure details: Prepared from 1H-indole-6-carboxylic acid (4.0 g, 24.84 mmol, 1.0 eq) and tert-butyl piperazine-1-carboxylate (4.6 g, 24.84 mmol, 1.0 eq) in an analogous manner as described under procedure 1a). White solid. Yield: 5.0 g (61% of theory)